Dataset: the Open Reaction Database (ORD), a public repository of structured organic reaction records. Task: describe an organic reaction: reactants, conditions, products, and yield Reactants: ClC1=CC=C(C=C1)C(CCN(CCCCN)C)C1=NC=CC=C1 (N-[3-(4-chlorophenyl)-3-(2-pyridyl)propyl]-N-methyl-1,4-butanediamine), C(=O)(N1C=NC=C1)N1C=NC=C1 (1,1'-carbonyldiimidazole), N(C(=N)N)C=1SC=C(N1)CSCCN (2-[[(2-guanidino-4-thiazolyl)methyl]thio]ethaneamine). Run in C(C)(=O)OCC.CO (ethyl acetate methanol). Yields the product ClC1=CC=C(C=C1)C(CCN(C)CCCCNC(=O)NCCSCC=1N=C(SC1)NC(=N)N)C1=NC=CC=C1 (N-[4-[N-[3-(4-chlorophenyl)-3-(2-pyridyl)propyl]-N-methylamino]butyl]-N'-[2-[[(2-guanidino-4-thiazolyl)methyl]thio]ethyl]urea). Reaction SMILES: [Cl:1][C:2]1[CH:7]=[CH:6][C:5]([CH:8]([C:18]2[CH:23]=[CH:22][CH:21]=[CH:20][N:19]=2)[CH2:9][CH2:10][N:11]([CH3:17])[CH2:12][CH2:13][CH2:14][CH2:15][NH2:16])=[CH:4][CH:3]=1.[C:24](N1C=CN=C1)(N1C=CN=C1)=[O:25].[NH:36]([C:40]1[S:41][CH:42]=[C:43]([CH2:45][S:46][CH2:47][CH2:48][NH2:49])[N:44]=1)[C:37]([NH2:39])=[NH:38]>C(OCC)(=O)C.CO>[Cl:1][C:2]1[CH:3]=[CH:4][C:5]([CH:8]([C:18]2[CH:23]=[CH:22][CH:21]=[CH:20][N:19]=2)[CH2:9][CH2:10][N:11]([CH2:12][CH2:13][CH2:14][CH2:15][NH:16][C:24]([NH:49][CH2:48][CH2:47][S:46][CH2:45][C:43]2[N:44]=[C:40]([NH:36][C:37]([NH2:39])=[NH:38])[S:41][CH:42]=2)=[O:25])[CH3:17])=[CH:6][CH:7]=1 |f:3.4|. Procedure details: Preparation is effected analogously to Example 63, using 0.75 g (2 mmol) of N-[3-(4-chlorophenyl)-3-(2-pyridyl)propyl]-N-methyl-1,4-butanediamine, an equimolar amount of 1,1'-carbonyldiimidazole and 0.54 g (2.3 mmol) of 2-[[(2-guanidino-4-thiazolyl)methyl]thio]ethaneamine as starting materials. Working up by chromatography (eluant: methylene chloride/methanol 9+1) analogously to Example 63 yields the purified title compound in the form of a dry foam; MS (+FAB method): m/z (rel. int.[%])=589 ([M+... Starting materials: COC(=O)C=1C=C(C=C2C1CC(O2)C)OC2=CC=C(C=C2)S(=O)(=O)C (6-(4-methanesulfonyl-phenoxy)-2-methyl-2,3-dihydro-benzofuran-4-carboxylic acid methyl ester), C(C)(C)(C)OC(=O)C1=CC2=C(CC(O2)(C)CO)C(=C1)O (4-hydroxy-2-hydroxymethyl-2-methyl-2,3-dihydro-benzofuran-6-carboxylic acid tert-butyl ester), C1(CC1)S(=O)(=O)C1=CC=C(C=C1)F (1-cyclopropanesulfonyl-4-fluoro-benzene). The product is C(C)(C)(C)OC(=O)C1=CC2=C(CC(O2)(C)CO)C(=C1)OC1=CC=C(C=C1)S(=O)(=O)C1CC1 (4-(4-Cyclopropanesulfonyl-phenoxy)-2-hydroxymethyl-2-methyl-2,3-dihydro-benzofuran-6-carboxylic acid tert-butyl ester). As a reaction SMILES: COC(C1C=C(OC2C=CC(S(C)(=O)=O)=CC=2)C=C2OC(C)CC=12)=O.[C:26]([O:30][C:31]([C:33]1[CH:44]=[C:43]([OH:45])[C:36]2[CH2:37][C:38]([CH2:41][OH:42])([CH3:40])[O:39][C:35]=2[CH:34]=1)=[O:32])([CH3:29])([CH3:28])[CH3:27].[CH:46]1([S:49]([C:52]2[CH:57]=[CH:56][C:55](F)=[CH:54][CH:53]=2)(=[O:51])=[O:50])[CH2:48][CH2:47]1>>[C:26]([O:30][C:31]([C:33]1[CH:44]=[C:43]([O:45][C:55]2[CH:56]=[CH:57][C:52]([S:49]([CH:46]3[CH2:48][CH2:47]3)(=[O:50])=[O:51])=[CH:53][CH:54]=2)[C:36]2[CH2:37][C:38]([CH2:41][OH:42])([CH3:40])[O:39][C:35]=2[CH:34]=1)=[O:32])([CH3:27])([CH3:28])[CH3:29]. Procedure: The title compound was prepared in a similar manner as described for Intermediate 1f, from 4-hydroxy-2-hydroxymethyl-2-methyl-2,3-dihydro-benzofuran-6-carboxylic acid tert-butyl ester (227c) and 1-cyclopropanesulfonyl-4-fluoro-benzene. 1H NMR (400 MHz, CDCl3) δ 7.86 (d, J=8.59 Hz, 2 H) 7.23 (s, 1 H) 7.07 (d, J=8.59 Hz, 2 H) 3.73 (dd, J=11.87, 5.81 Hz, 1 H) 3.62 (d, J=7.58 Hz, 1 H) 3.16 (d, J=116.67 Hz, 1 H) 2.78 (d, J=16.67 Hz, 1 H) 2.48 (td, J=8.02, 4.67 Hz, 1 H) 1.55-1.58 (m, 12 H) 1.45 (s, 2 ... Reactants: C(C1=CC=CC=C1)(C1=CC=CC=C1)=N (benzophenone imine), CC(C)([O-])C.[Na+] (sodium t-butoxide), (S)-(-)-2,2'-bis(diphenylphosphino)1,1'-binaphthyl, BrC=1C=C2C(CC(N(C2=CC1)C(C)C)=O)(C)C (6-bromo-1-isopropyl-4,4-dimethyl-2-oxo-1,2,3,4-tetrahydroquinoline). The reagents and catalysts are C=1C=CC(=CC1)/C=C/C(=O)/C=C/C2=CC=CC=C2.C=1C=CC(=CC1)/C=C/C(=O)/C=C/C2=CC=CC=C2.C=1C=CC(=CC1)/C=C/C(=O)/C=C/C2=CC=CC=C2.[Pd].[Pd] (tris(dibenzylideneacetone)dipalladium(0)). Solvent: C1(=CC=CC=C1)C (toluene). Run at time 20 minute. Yields the product C(C)(C)N1C(CC(C2=CC(=CC=C12)N)(C)C)=O ((1-Isopropyl-4,4-dimethyl-2-oxo-1,2,3,4-tetrahydroquinolin-6-yl)amine). As a reaction SMILES: CC(C)([O-])C.[Na+].Br[C:8]1[CH:9]=[C:10]2[C:15](=[CH:16][CH:17]=1)[N:14]([CH:18]([CH3:20])[CH3:19])[C:13](=[O:21])[CH2:12][C:11]2([CH3:23])[CH3:22].C(=[NH:37])(C1C=CC=CC=1)C1C=CC=CC=1>C1(C)C=CC=CC=1.C1C=CC(/C=C/C(/C=C/C2C=CC=CC=2)=O)=CC=1.C1C=CC(/C=C/C(/C=C/C2C=CC=CC=2)=O)=CC=1.C1C=CC(/C=C/C(/C=C/C2C=CC=CC=2)=O)=CC=1.[Pd].[Pd]>[CH:18]([N:14]1[C:15]2[C:10](=[CH:9][C:8]([NH2:37])=[CH:17][CH:16]=2)[C:11]([CH3:23])([CH3:22])[CH2:12][C:13]1=[O:21])([CH3:20])[CH3:19] |f:0.1,5.6.7.8.9|. Procedure details: A 25 mL round bottom flask was connected to a reflux condenser and the apparatus flame-dried under high vacuum. The vacuum was broken by the addition of dry argon, and the flask was allowed to cool to room temperature. The flask was charged with 0.135 g (1.4 mmol) of powdered sodium t-butoxide, 9.2 mg (0.01 mmol) of tris(dibenzylideneacetone)dipalladium(0) (Pd2 (dba)3), and 19 mg (0.03 mmol) of (S)-(-)-2,2'-bis(diphenylphosphino)1,1'-binaphthyl (BINAP), and the apparatus was evacuated and filled... Reactants: CCO, [Na+], [OH-], O, CCOC(=O)c1ncn(-c2ccccn2)c1C(F)(F)F. The product is O=C(O)c1ncn(-c2ccccn2)c1C(F)(F)F. As a reaction SMILES: [CH3:23][CH2:24][OH:25].[Na+:22].[OH-:21].[OH2:26].[n:1]1[c:2](-[n:7]2[cH:8][n:9][c:10]([C:16](=[O:17])[O:18][CH2:19][CH3:20])[c:11]2[C:12]([F:13])([F:14])[F:15])[cH:3][cH:4][cH:5][cH:6]1>>[n:1]1[c:2](-[n:7]2[cH:8][n:9][c:10]([C:16](=[O:17])[OH:18])[c:11]2[C:12]([F:13])([F:14])[F:15])[cH:3][cH:4][cH:5][cH:6]1. Starting materials: C(C)(=O)CCCC(=O)O (4-acetylbutyric acid), C(C(=O)Cl)(=O)Cl (oxalyl chloride), Cl (HCl), [Al+3].[Cl-].[Cl-].[Cl-] (AlCl3). Run in C1=CC=CC=C1 (benzene), ClCCl (dichloromethane), CN(C=O)C (N,N-dimethylformamide). Reaction conditions: temperature -10 celsius, time 30 minute. Yields the product C(C1=CC=CC=C1)(=O)CCCC(C)=O (5-benzoyl-2-pentanone). RXN SMILES: [C:1]([CH2:4][CH2:5][CH2:6][C:7]([OH:9])=O)(=[O:3])[CH3:2].[C:10](Cl)(=O)[C:11](Cl)=O.[Al+3].[Cl-].[Cl-].[Cl-].Cl>C1C=CC=CC=1.ClCCl.CN(C)C=O>[C:7]([CH2:6][CH2:5][CH2:4][C:1](=[O:3])[CH3:2])(=[O:9])[C:11]1[CH:10]=[CH:5][CH:4]=[CH:1][CH:2]=1 |f:2.3.4.5|. Procedure: To a -10° C. solution of 4-acetylbutyric acid (1 mm, 130 mg) in benzene (1.5 cc) and dichloromethane (1.5 cc) was added oxalyl chloride (1.1 mm, 140 mg) followed by a drop of N,N-dimethylformamide; the mixture was then brought to 25° C. for 30 minutes. It was then cooled to -10° C. and AlCl3 (2 mm, 266 mg) was added portion wise and the mixture held at 0° C. for 1 hour. Ice was added, followed by 1N HCl. Then the product was extracted with ethyl acetate (2×10 cc). The organic phase was washed wi... Reactants: C(C)(C)(C)OC(=O)N(CCCOC1=CC=CC2=C1C(=C(O2)C(=O)O)C)CC=2C=NC=CC2 (4-[3-(tert-butoxycarbonyl-pyridin-3-ylmethyl-amino)-propoxy]-3-methyl-benzofuran-2-carboxylic acid), NN.C(C1=CC=NC=C1)(=O)O (isonicotinic acid hydrazine), 139-c. Product: CC1=C(OC2=C1C(=CC=C2)OCCCNCC=2C=NC=CC2)C(=O)NNC(C2=CC=NC=C2)=O (Isonicotinic Acid N′-(3-Methyl-4-{3-[(pyridin-3-ylmethyl)-amino]-propoxy}-benzofuran-2-carbonyl)-hydrazide). RXN SMILES: C(OC([N:8]([CH2:26][C:27]1[CH:28]=[N:29][CH:30]=[CH:31][CH:32]=1)[CH2:9][CH2:10][CH2:11][O:12][C:13]1[C:18]2[C:19]([CH3:25])=[C:20]([C:22]([OH:24])=O)[O:21][C:17]=2[CH:16]=[CH:15][CH:14]=1)=O)(C)(C)C.[NH2:33][NH2:34].[C:35]([OH:43])(=O)[C:36]1[CH:41]=[CH:40][N:39]=[CH:38][CH:37]=1>>[CH3:25][C:19]1[C:18]2[C:13]([O:12][CH2:11][CH2:10][CH2:9][NH:8][CH2:26][C:27]3[CH:28]=[N:29][CH:30]=[CH:31][CH:32]=3)=[CH:14][CH:15]=[CH:16][C:17]=2[O:21][C:20]=1[C:22]([NH:33][NH:34][C:35](=[O:43])[C:36]1[CH:41]=[CH:40][N:39]=[CH:38][CH:37]=1)=[O:24] |f:1.2|. Reported procedure: This compound was prepared from 4-[3-(tert-butoxycarbonyl-pyridin-3-ylmethyl-amino)-propoxy]-3-methyl-benzofuran-2-carboxylic acid (Example 139-a) and isonicotinic acid hydrazine in a similar manner to Example 139-b and 139-c. Yellow solid. ESI-MS: m/z 460 (MH+), 1H-NMR (CD3OD) δ: 2.11 (2H, tt, J=5.8, 7.3 Hz), 2.66 (3H, s), 2.90 (2H, t, J=7.3 Hz), 3.89 (2H, s), 4.21 (2H, t, J=5.8 Hz), 6.78 (1H, d, J=7.9 Hz), 7.13 (1H, d, J=8.6 Hz), 7.37 (2H, m), 7.86 (1H, m), 7.89 (2H, dd, J=1.7, 4.5 Hz), 8.43 (... The reactants are BrC1=C(C(=C2N3CCC(OCCCC[C@@H](OC=4C=CC(=C(C4C4=CC=CC(C5=CN2C1=N5)=C4)F)F)C)(CC3)C)[C@@H](C(=O)OC)OC(C)(C)C)C (methyl(2S)-2-[(22S)-5-bromo-16,17-difluoro-4,22,28-trimethyl-21,27-dioxa-1,7,34-triazahexacyclo[26.2.2.16,9.110,14.02,7.015,20]tetratriaconta-2,4,6(34),8,10(33),11,13,15(20),16,18-decaen-3-yl]-2-(tert-butoxy)acetate), C(C)(C)(C)O[C@H](C(=O)OC)C1=C2N3CCC(OCCCC[C@@H](OC=4C=CC(=CC4C4=CC=CC(C5=CN2C(C(=C1C)C=C)=N5)=C4)F)C)(CC3)C (methyl(2S)-2-(tert-butoxy)-2-[(22S)-5-ethenyl-17-fluoro-4,22,28-trimethyl-21,27-dioxa-1,7,34-triazahexacyclo[26.2.2.16,9.110,14.02,7.015,20]tetratriaconta-2,4,6(34),8,10(33),11,13,15(20),16,18-decaen-3-yl]acetate). Yields the product C(C)(C)(C)O[C@H](C(=O)OC)C1=C2N3CCC(OCCCC[C@@H](OC=4C=CC(=C(C4C4=CC=CC(C5=CN2C(C(=C1C)C=C)=N5)=C4)F)F)C)(CC3)C (Methyl(2S)-2-(tert-butoxy)-2-[(22S)-5-ethenyl-16,17-difluoro-4,22,28-trimethyl-21,27-dioxa-1,7,34-triazahexacyclo[26.2.2.16,9.110,14.02,7.015,20]tetratriaconta-2,4,6(34),8,10(33),11,13,15(20),16,18-decaen-3-yl]acetate). Isolated yield 52.5%. As a reaction SMILES: Br[C:2]1[C:31]2=[N:32][C:28]3=[CH:29][N:30]2[C:5]([N:6]2[CH2:38][CH2:37][C:9]([CH3:39])([O:10][CH2:11][CH2:12][CH2:13][CH2:14][C@H:15]([CH3:36])[O:16][C:17]4[CH:18]=[CH:19][C:20]([F:35])=[C:21]([F:34])[C:22]=4[C:23]4[CH:33]=[C:27]3[CH:26]=[CH:25][CH:24]=4)[CH2:8][CH2:7]2)=[C:4]([C@H:40]([O:45][C:46]([CH3:49])([CH3:48])[CH3:47])[C:41]([O:43][CH3:44])=[O:42])[C:3]=1[CH3:50].[C:51](O[C@@H](C1C(C)=C(C=C)C2=NC3=CN2C=1N1CCC(C)(OCCCC[C@H](C)OC2C=CC(F)=CC=2C2C=C3C=CC=2)CC1)C(OC)=O)(C)(C)[CH3:52]>>[C:46]([O:45][C@@H:40]([C:4]1[C:3]([CH3:50])=[C:2]([CH:51]=[CH2:52])[C:31]2=[N:32][C:28]3=[CH:29][N:30]2[C:5]=1[N:6]1[CH2:38][CH2:37][C:9]([CH3:39])([O:10][CH2:11][CH2:12][CH2:13][CH2:14][C@H:15]([CH3:36])[O:16][C:17]2[CH:18]=[CH:19][C:20]([F:35])=[C:21]([F:34])[C:22]=2[C:23]2[CH:33]=[C:27]3[CH:26]=[CH:25][CH:24]=2)[CH2:8][CH2:7]1)[C:41]([O:43][CH3:44])=[O:42])([CH3:48])([CH3:49])[CH3:47]. Reported procedure: Prepared in 52.5% yield from methyl(2S)-2-[(22S)-5-bromo-16,17-difluoro-4,22,28-trimethyl-21,27-dioxa-1,7,34-triazahexacyclo[26.2.2.16,9.110,14.02,7.015,20]tetratriaconta-2,4,6(34),8,10(33),11,13,15(20),16,18-decaen-3-yl]-2-(tert-butoxy)acetate following the procedure for methyl(2S)-2-(tert-butoxy)-2-[(22S)-5-ethenyl-17-fluoro-4,22,28-trimethyl-21,27-dioxa-1,7,34-triazahexacyclo[26.2.2.16,9.110,14.02,7.015,20]tetratriaconta-2,4,6(34),8,10(33),11,13,15(20),16,18-decaen-3-yl]acetate. LCMS (ESI, M+... Starting materials: COC(CCCCCOC1=CC=C(C=C1)N=C=O)=O (6-(4-Isocyanatophenoxy)-hexanoic acid methyl ester), C(CO)O (ethylene glycol). Solvent: O (water). Run at time 16 hour. Yields the product COC(CCCCCOC1=CC=C(C=C1)NC(=O)OCCO)=O (6-[4-(2-Hydroxyethoxycarbonylamino)-phenoxy]-hexanoic acid methyl ester). Isolated yield 84.0%. As a reaction SMILES: [CH3:1][O:2][C:3](=[O:19])[CH2:4][CH2:5][CH2:6][CH2:7][CH2:8][O:9][C:10]1[CH:15]=[CH:14][C:13]([N:16]=[C:17]=[O:18])=[CH:12][CH:11]=1.[CH2:20]([OH:23])[CH2:21][OH:22]>O>[CH3:1][O:2][C:3](=[O:19])[CH2:4][CH2:5][CH2:6][CH2:7][CH2:8][O:9][C:10]1[CH:15]=[CH:14][C:13]([NH:16][C:17]([O:22][CH2:21][CH2:20][OH:23])=[O:18])=[CH:12][CH:11]=1. Procedure: 6-(4-Isocyanatophenoxy)-hexanoic acid methyl ester 18 (15 g, 57 mmol) was added to ethylene glycol (50 ml) at room temp. The reaction was exothermic and the temp. rose to 46° C. Stirring at room temp. for 16 h. was followed by addition of water (150 ml), after which crude 19 was filtered, dried and recrystallised from toluene to get pure 19 (12 g, 84%) as a white powder with an m.p. between 69.5-71.5° C. Reactants: Cc1ccc(C(=O)O)nc1, COC(=O)c1ccc(OC)c(C)c1N, ClCCl, [Na+], [OH-], O=P(Cl)(Cl)Cl, c1ccncc1. Yields the product COC(=O)c1ccc(OC)c(C)c1NC(=O)c1ccc(C)cn1. Reaction SMILES: [CH3:15][c:16]1[cH:17][cH:18][c:19]([C:22](=[O:23])[OH:24])[n:20][cH:21]1.[CH3:1][O:2][C:3]([c:4]1[c:5]([NH2:13])[c:6]([CH3:12])[c:7]([O:10][CH3:11])[cH:8][cH:9]1)=[O:14].[Cl:32][CH2:33][Cl:34].[Na+:31].[OH-:30].[P:25]([Cl:26])([Cl:27])([Cl:28])=[O:29].[cH:35]1[cH:36][cH:37][n:38][cH:39][cH:40]1>>[CH3:1][O:2][C:3]([c:4]1[c:5]([NH:13][C:22]([c:19]2[cH:18][cH:17][c:16]([CH3:15])[cH:21][n:20]2)=[O:23])[c:6]([CH3:12])[c:7]([O:10][CH3:11])[cH:8][cH:9]1)=[O:14].